Dataset: the Open Reaction Database (ORD), a public repository of structured organic reaction records. Task: describe an organic reaction: reactants, conditions, products, and yield Reactants: CC(C)C1CNCCN1C(=O)OC(C)(C)C, CN(C)C(=O)C(C)(C)N1CCN(Cc2cc3nc(Cl)nc(N4CCOCC4)c3s2)CC1. The product is CC(C)C1CN(Cc2cc3nc(Cl)nc(N4CCOCC4)c3s2)CCN1C(=O)OC(C)(C)C. As a reaction SMILES: [C:32]([CH3:33])([CH3:34])([CH3:35])[O:36][C:37](=[O:38])[N:39]1[CH:40]([CH:45]([CH3:46])[CH3:47])[CH2:41][NH:42][CH2:43][CH2:44]1.[Cl:1][c:2]1[n:3][c:4]([N:26]2[CH2:27][CH2:28][O:29][CH2:30][CH2:31]2)[c:5]2[c:6]([n:7]1)[cH:8][c:9]([CH2:11][N:12]1[CH2:13][CH2:14][N:15]([C:16]([CH3:17])([CH3:18])[C:19]([N:20]([CH3:21])[CH3:22])=[O:23])[CH2:24][CH2:25]1)[s:10]2>>[Cl:1][c:2]1[n:3][c:4]([N:26]2[CH2:27][CH2:28][O:29][CH2:30][CH2:31]2)[c:5]2[c:6]([n:7]1)[cH:8][c:9]([CH2:11][N:42]1[CH2:41][CH:40]([CH:45]([CH3:46])[CH3:47])[N:39]([C:37]([O:36][C:32]([CH3:33])([CH3:34])[CH3:35])=[O:38])[CH2:44][CH2:43]1)[s:10]2. The reactants are [OH-].[K+] (KOH), C(C)OC(=O)Cl (ethylchloroformate), C(C)OC(=O)Cl (ethylchloroformate), NCCN(CCN)CCN (tris(2-aminoethyl)amine). Run in O (water), C1=CC=CC=C1 (benzene), O (water). Conditions: temperature 5 celsius, time 2 hour. Yields the product C(=O)(OCC)NCCN(CCNC(=O)OCC)CCNC(=O)OCC (tris(2-carbethoxyaminoethyl)amine). Yield: 85.0%. RXN SMILES: [CH2:1]([O:3][C:4](Cl)=[O:5])[CH3:2].[NH2:7][CH2:8][CH2:9][N:10]([CH2:14][CH2:15][NH2:16])[CH2:11][CH2:12][NH2:13].[OH-:17].[K+]>C1C=CC=CC=1.O>[C:4]([NH:7][CH2:8][CH2:9][N:10]([CH2:14][CH2:15][NH:16][C:4]([O:3][CH2:1][CH3:2])=[O:5])[CH2:11][CH2:12][NH:13][C:4]([O:3][CH2:1][CH3:2])=[O:17])([O:3][CH2:1][CH3:2])=[O:5] |f:2.3|. Procedure: In accord with the procedure of H. Schmidt et al., Z. anoro. allq. Chem., 578, 75 (1989), ethylchloroformate (33.4 g, 0.310 mol) was added dropwise to a solution of tris(2-aminoethyl)amine (TREN) (29.2 g, 0.20 mol) dissolved in a mixture of benzene (225 mL) and water (100 mL) cooled to 5° C. After the addition was completed, KOH (36.4 g, 0.650 mol) dissolved in water (35 mL) was added dropwise simultaneously with more ethylchloroformate (33.4 g, 0.310 mol). The reaction mixture was stirred for 2... Starting materials: ClC(=O)OC(C)Cl (1-chloroethyl chloroformate), CC(CO)CC (2-methyl-1-butanol), N1=CC=CC=C1 (pyridine). Run in ClCCl (dichloromethane), ClCCl (dichloromethane). Reaction conditions: temperature 0 celsius. Yields the product C(OC(C)Cl)(OCC(CC)C)=O (1-chloroethyl 2-methylbutyl carbonate). RXN SMILES: Cl[C:2]([O:4][CH:5]([Cl:7])[CH3:6])=[O:3].N1C=CC=CC=1.[CH3:14][CH:15]([CH2:18][CH3:19])[CH2:16][OH:17]>ClCCl>[C:2](=[O:3])([O:17][CH2:16][CH:15]([CH3:14])[CH2:18][CH3:19])[O:4][CH:5]([Cl:7])[CH3:6]. Procedure details: In 70 ml of dichloromethane are dissolved 13 ml of 2-methyl-1-butanol and 17 g of 1-chloroethyl chloroformate, and the solution is cooled to 0° C. With stirring, a solution of 9.6 ml of pyridine in 30 ml of dichloromethane is added dropwise, and the mixture is stirred for 30 minutes. The salt precipitate is collected by filtration and the filtrate is washed with two 200-ml portions of water and dried over anhydrous sodium sulfate. The solvent is then distilled off under reduced pressure and the ... Reactants: N1CC(CCC1)NC1=CC=NC=C1 (N-(piperidin-3-yl)pyridin-4-amine), C(C1=CC=CC=C1)=O (benzaldehyde). The product is C(C1=CC=CC=C1)N1CC(CCC1)NC1=CC=NC=C1 (N-(1-Benzylpiperidin-3-yl)pyridin-4-amine). Reaction SMILES: [NH:1]1[CH2:6][CH2:5][CH2:4][CH:3]([NH:7][C:8]2[CH:13]=[CH:12][N:11]=[CH:10][CH:9]=2)[CH2:2]1.[CH:14](=O)[C:15]1[CH:20]=[CH:19][CH:18]=[CH:17][CH:16]=1>>[CH2:14]([N:1]1[CH2:6][CH2:5][CH2:4][CH:3]([NH:7][C:8]2[CH:13]=[CH:12][N:11]=[CH:10][CH:9]=2)[CH2:2]1)[C:15]1[CH:20]=[CH:19][CH:18]=[CH:17][CH:16]=1. Procedure details: Reaction of N-(piperidin-3-yl)pyridin-4-amine with the benzaldehyde using the method of Example 8 affords the title compound. Starting materials: NCC(O)C1=CC(=C(C(=C1)OC)OC)OC (2-amino-1-(3,4,5-trimethoxyphenyl)ethanol), C(#N)[BH3-].[Na+] (sodium cyanoborohydride), O=C(COC1=CC=C(C=C1)CC(=O)OC)C (methyl 4-(2-oxopropoxy)phenylacetate), C1=CC=CC=C1 (benzene). The solvent is CO (methanol). The product is COC(=O)CC1=CC=C(OCC(C)NCC(O)C2=CC(=C(C(=C2)OC)OC)OC)C=C1 (2-[2-(4-Methoxycarbonylmethylphenoxy)-1-methylethyl]amino-1-(3,4,5-trimethoxyphenyl)ethanol). Yield: 82.3%. RXN SMILES: [NH2:1][CH2:2][CH:3]([C:5]1[CH:10]=[C:9]([O:11][CH3:12])[C:8]([O:13][CH3:14])=[C:7]([O:15][CH3:16])[CH:6]=1)[OH:4].O=[C:18]([CH3:32])[CH2:19][O:20][C:21]1[CH:26]=[CH:25][C:24]([CH2:27][C:28]([O:30][CH3:31])=[O:29])=[CH:23][CH:22]=1.C1C=CC=CC=1.C([BH3-])#N.[Na+]>CO>[CH3:31][O:30][C:28]([CH2:27][C:24]1[CH:23]=[CH:22][C:21]([O:20][CH2:19][CH:18]([NH:1][CH2:2][CH:3]([C:5]2[CH:6]=[C:7]([O:15][CH3:16])[C:8]([O:13][CH3:14])=[C:9]([O:11][CH3:12])[CH:10]=2)[OH:4])[CH3:32])=[CH:26][CH:25]=1)=[O:29] |f:3.4|. Procedure details: Following a procedure similar to that described in Example 6, but using 2 g of 2-amino-1-(3,4,5-trimethoxyphenyl)ethanol (prepared as described in Preparation 14), 2.35 g of methyl 4-(2-oxopropoxy)phenylacetate (prepared as described in Preparation 3), 70 ml of benzene, 60 ml of absolute methanol and 4.8 g of sodium cyanoborohydride, 3.14 g of the title compound were obtained having an Rf=0.21 (thin layer chromatography over silica gel, using ethyl acetate as the developing solvent). The reactants are CC1=CC=CC1 (Methylcyclopentadiene), C(C=C)(=O)O (acrylic acid), C(C)C(=O)C (methyl ethyl ketone). Reaction conditions: time 3 hour. Yields the product CC12C(CC(C=C1)C2)C(=O)O (methyl-5-norbornene-2-carboxylic acid). RXN SMILES: [CH3:1][C:2]1[CH2:6][CH:5]=[CH:4][CH:3]=1.[C:7]([OH:11])(=[O:10])C=C.[CH2:12](C(C)=O)[CH3:13]>>[CH3:1][C:2]12[CH2:6][CH:5]([CH:12]=[CH:13]1)[CH2:4][CH:3]2[C:7]([OH:11])=[O:10]. Reported procedure: Methylcyclopentadiene (8.01 g: 100 mmol) was dissolved in methyl ethyl ketone (10 mL), to which acrylic acid (7.93 g: 110 mmol) was added dropwise at 0° C. over 1 hour. The thus-obtained mixture was stirred at room temperature for 3 hours. Light components, such as the solvent and unreacted acrylic acid, were then distilled off under reduced pressure from the reaction mixture, whereby methyl-5-norbornene-2-carboxylic acid (14.9 g: 98 mmol) was obtained. Reactants: ClCC(=O)O (chloroacetic acid), O1C(=NCC1)CN1C(CCC1)=O ([(2-oxazolin-2-yl)methyl]-2-pyrrolidone), N1C(CCC1)=O (pyrrolidone). Product: N1(C(CCC1)=O)CC(=O)O (2-pyrrolidone acetic acid), ( II ). Reaction SMILES: [O:1]1CCN=[C:2]1[CH2:6][N:7]1[CH2:11][CH2:10][CH2:9][C:8]1=[O:12].N1CCCC1=[O:18].ClCC(O)=O>>[N:7]1([CH2:6][C:2]([OH:1])=[O:18])[CH2:11][CH2:10][CH2:9][C:8]1=[O:12]. Procedure: --[(2-oxazolin-2-yl)methyl]-2-pyrrolidone, for example, can be obtained by condensation of pyrrolidone and chloroacetic acid to form 2-pyrrolidone acetic acid, where m =I in the above formula (II), or, alternatively, by condensing butyrolactone with glycine, and the starting carboxylic acid condensed with ethanolamine and cyclodehydrated to form 1-[(2-oxazolin-2-yl)methyl]-2-pyrrolidone.